Dataset: the Open Reaction Database (ORD), a public repository of structured organic reaction records. Task: describe an organic reaction: reactants, conditions, products, and yield The reactants are C(=O)(C(F)(F)F)O (TFA), ClC=1C=C2C=C(NC2=CC1)C(=O)N[C@H]1[C@@H](C2=CC=CC=C2C1)NC[C@H]1OC(OC1)(C)C (5-chloro-N-[(1R,2R)-1-({[(4R)-2,2-dimethyl-1,3-dioxolan-4-yl]methyl}amino)-2,3-dihydro-1H-inden-2-yl]-1H-indole-2-carboxamide), triethylammonium methyl polystyrene cyanoborohydride, 2,3-O-(S)-Isopropylidene-L-glyceraldehyde, C(C)(=O)[O-].[K+] (potassium acetate), N[C@H]1[C@@H](CC2=CC=CC=C12)NC(=O)C=1NC2=CC=C(C=C2C1)Cl (N-{(1R,2R)-1-amino-2,3-dihydro-1H-inden-2-yl}-5-chloro-1H-indole-2-carboxamide). The solvent is C(Cl)Cl (DCM), CO (MeOH). Reaction conditions: time 5 minute. The product is ClC=1C=C2C=C(NC2=CC1)C(=O)N[C@H]1[C@@H](C2=CC=CC=C2C1)NC[C@H](CO)O (5-Chloro-N-((1R,2R)-1-{[(2R)-2,3-dihydroxypropyl]amino}-2,3-dihydro-1H-inden-2-yl)-1H-indole-2-carboxamide). Isolated yield 97.9%. RXN SMILES: C([O-])(=O)C.[K+].N[C@@H]1C2C(=CC=CC=2)C[C@H]1NC(C1NC2C(C=1)=CC(Cl)=CC=2)=O.C(O)(C(F)(F)F)=O.[Cl:36][C:37]1[CH:38]=[C:39]2[C:43](=[CH:44][CH:45]=1)[NH:42][C:41]([C:46]([NH:48][C@@H:49]1[CH2:57][C:56]3[C:51](=[CH:52][CH:53]=[CH:54][CH:55]=3)[C@H:50]1[NH:58][CH2:59][C@@H:60]1[CH2:64][O:63]C(C)(C)[O:61]1)=[O:47])=[CH:40]2>CO.C(Cl)Cl>[Cl:36][C:37]1[CH:38]=[C:39]2[C:43](=[CH:44][CH:45]=1)[NH:42][C:41]([C:46]([NH:48][C@@H:49]1[CH2:57][C:56]3[C:51](=[CH:52][CH:53]=[CH:54][CH:55]=3)[C@H:50]1[NH:58][CH2:59][C@@H:60]([OH:61])[CH2:64][OH:63])=[O:47])=[CH:40]2 |f:0.1|. Reported procedure: 2,3-O-(S)-Isopropylidene-L-glyceraldehyde (98 mg, 0.75 mmol) and potassium acetate (75 mg, 0.75 mmol) were added to a solution of N-{(1R,2R)-1-amino-2,3-dihydro-1H-inden-2-yl}-5-chloro-1H-indole-2-carboxamide (Method 5, 328 mg, 0.75 mmol) in MeOH (10 mL). The reaction was stirred at ambient temperature for approximately 5 mins then macroporous triethylammonium methyl polystyrene cyanoborohydride (352 mg, 0.9 mmol) was added and the reaction stirred at ambient temperature for a further 5 h. The r... Starting materials: O, O=S(=O)(O)O, c1cc2c3c(cccc3c1)-c1nc3ccccc3nc1-2. The product is O=S(=O)(O)c1cc2c3c(cccc3c1)-c1nc3ccccc3nc1-2. As a reaction SMILES: [OH2:26].[S:1]([OH:2])([OH:3])(=[O:4])=[O:5].[cH:6]1[cH:7][cH:8][c:9]2[cH:10][cH:11][cH:12][c:13]3[c:14]2[c:15]1-[c:16]1[n:17][c:18]2[cH:19][cH:20][cH:21][cH:22][c:23]2[n:24][c:25]1-3>>[S:1](=[O:2])([OH:3])(=[O:5])[c:7]1[cH:6][c:15]2[c:14]3[c:9]([cH:8]1)[cH:10][cH:11][cH:12][c:13]3-[c:25]1[c:16]-2[n:17][c:18]2[cH:19][cH:20][cH:21][cH:22][c:23]2[n:24]1. The reactants are C(#N)C(=CN(C)C)C1=CC=CC=C1 (1-cyano-1-phenyl-2-(N,N-dimethylamino)ethene), NC1=C(C(=NC=N1)N)C1=CC=CC=C1 (diamino-5-phenylpyrimidine), Cl.NC(=N)N (guanidine hydrochloride), C([O-])([O-])=O.[K+].[K+] (potassium carbonate). Solvent: CN(C=O)C (N,N-dimethylformamide). Yields the product NC1=NC=C(C(=N1)N)C1=CC=CC=C1 (2,4-diamino-5-phenylpyrimidine). Reaction SMILES: [C:1]([C:3]([C:8]1[CH:13]=[CH:12][CH:11]=[CH:10][CH:9]=1)=[CH:4]N(C)C)#[N:2].Cl.[NH2:15][C:16]([NH2:18])=[NH:17].C(=O)([O-])[O-].[K+].[K+].NC1N=CN=C(N)C=1C1C=CC=CC=1>CN(C)C=O>[NH2:17][C:16]1[N:18]=[C:1]([NH2:2])[C:3]([C:8]2[CH:13]=[CH:12][CH:11]=[CH:10][CH:9]=2)=[CH:4][N:15]=1 |f:1.2,3.4.5|. Procedure details: This compound was prepared in a manner analogous to that of Example 2, Step E, using 4.9 grams (0.031 mole) of 1-cyano-1-phenyl-2-(N,N-dimethylamino)ethene, 11.8 grams (0.124 mole) of guanidine hydrochloride, and 21.4 grams (0.1 56 mole) of potassium carbonate in N,N-dimethylformamide. The yield of 2,4.-diamino-5-phenylpyrimidine was 0.7 gram; mp 162°-164° C. The NMR spectrum was consistent with the proposed structure. Reactants: C(C)OCC1=CC(=C(C(=C1)C)[N+](=O)[O-])C (4-ethoxymethyl-2,6-dimethylnitrobenzene), Cl (hydrochloric acid). Reagents/catalysts: [Fe] (iron). Run in C(C)O (ethanol). Product: C(C)OCC1=CC(=C(N)C(=C1)C)C (4-ethoxymethyl-2,6-dimethylaniline). As a reaction SMILES: [CH2:1]([O:3][CH2:4][C:5]1[CH:10]=[C:9]([CH3:11])[C:8]([N+:12]([O-])=O)=[C:7]([CH3:15])[CH:6]=1)[CH3:2].Cl>C(O)C.[Fe]>[CH2:1]([O:3][CH2:4][C:5]1[CH:6]=[C:7]([CH3:15])[C:8]([NH2:12])=[C:9]([CH3:11])[CH:10]=1)[CH3:2]. Reported procedure: To a solution of the product from Step B (10.0 g) in 50% aqueous ethanol (150 ml) is added iron powder (7.5 g) and concentrated hydrochloric acid (2.0 ml in 10 ml ethanol). The mixture is stirred mechanically at reflux for 2 hours. The solids are filtered hot, washed with ethanol and discarded. The filtrate is neutralized with sodium bicarbonate, evaporated to a residue and extracted with dichloromethane. The organic phase is treated with charcoal and a small amount of silica gel, dried, and eva... Starting materials: O (water), O.Cl(=O)(=O)(=O)[O-].[Na+] (sodium perchlorate-monohydrate), Cl(=O)(=O)(=O)[O-].C1(=CC=CC=C1)N1N=C(C(=C1)C=[N+](C)C)C1=CC=C(C=C1)Cl ([[1-phenyl-3-(p-chlorophenyl)-pyrazol-4-y]-methylene]-dimethylammonium perchlorate). Solvent: CO (methanol), CO (methanol). The product is C1(=CC=CC=C1)N1N=C(C(=C1)C=O)C1=CC=C(C=C1)Cl (1-phenyl-3-(p-chlorophenyl)-pyrazol-4-aldehyde). RXN SMILES: [OH2:1].O.Cl([O-])(=O)(=O)=O.[Na+].Cl([O-])(=O)(=O)=O.[C:14]1([N:20]2[CH:24]=[C:23]([CH:25]=[N+](C)C)[C:22]([C:29]3[CH:34]=[CH:33][C:32]([Cl:35])=[CH:31][CH:30]=3)=[N:21]2)[CH:19]=[CH:18][CH:17]=[CH:16][CH:15]=1>CO>[C:14]1([N:20]2[CH:24]=[C:23]([CH:25]=[O:1])[C:22]([C:29]3[CH:34]=[CH:33][C:32]([Cl:35])=[CH:31][CH:30]=3)=[N:21]2)[CH:19]=[CH:18][CH:17]=[CH:16][CH:15]=1 |f:1.2.3,4.5|. Procedure details: The procedure described in the foregoing Example (54d) was modified, by omitting the direct hydrolysis with a mixture of ice and water. Instead, the reaction mixture was diluted by the addition of 500 milliliters methanol, and by the addition of a solution of 65 grams sodium perchlorate-monohydrate in methanol, [[1-phenyl-3-(p-chlorophenyl)-pyrazol-4-y]-methylene]-dimethylammonium perchlorate, having a melting point of 256°-258° C., was nearly quantitatively precipitated. This product was therea... Reactants: C(C)OC(CC(C1=CC(=CC=C1)[N+](=O)[O-])=O)=O (m-nitrobenzoyl acetic acid ethyl ester), O.FC(CNN)(F)F (2,2,2-trifluoroethyl hydrazine hydrate). The solvent is C(C)(=O)O (acetic acid), O (water). The product is FC(CN1N=C(CC1=O)C1=CC(=CC=C1)[N+](=O)[O-])(F)F (1-(2',2',2'-trifluoroethyl)-3-(m-nitrophenyl)-2-pyrazolin-5-one). RXN SMILES: C(O[C:4](=[O:17])[CH2:5][C:6](=O)[C:7]1[CH:12]=[CH:11][CH:10]=[C:9]([N+:13]([O-:15])=[O:14])[CH:8]=1)C.O.[F:19][C:20]([F:25])([F:24])[CH2:21][NH:22][NH2:23]>C(O)(=O)C.O>[F:19][C:20]([F:25])([F:24])[CH2:21][N:22]1[C:4](=[O:17])[CH2:5][C:6]([C:7]2[CH:12]=[CH:11][CH:10]=[C:9]([N+:13]([O-:15])=[O:14])[CH:8]=2)=[N:23]1 |f:1.2|. Procedure: 0.15 Mole (35.6 g) of m-nitrobenzoyl acetic acid ethyl ester and 0.15 mole (25.2 g) of 2,2,2-trifluoroethyl hydrazine hydrate were stirred together for 2 hours in 90 ml of boiling acetic acid. Subsequently, the reaction mixture was poured out in water. After stirring and filtration, the precipitate was recrystallized from methanol. Reactants: C1CCNCC1, [Li], O=C(O)c1ccc(COc2ccc(C(=O)N3CCCC3CN3CCCC3)cc2)cc1. Product: O=C(c1ccc(COc2ccc(C(=O)N3CCCC3CN3CCCC3)cc2)cc1)N1CCCCC1. Reaction SMILES: [CH2:32]1[CH2:33][CH2:34][NH:35][CH2:36][CH2:37]1.[Li:1].[N:2]1([CH2:7][CH:8]2[N:9]([C:13](=[O:14])[c:15]3[cH:16][cH:17][c:18]([O:19][CH2:20][c:21]4[cH:22][cH:23][c:24]([C:25](=[O:26])[OH:27])[cH:28][cH:29]4)[cH:30][cH:31]3)[CH2:10][CH2:11][CH2:12]2)[CH2:3][CH2:4][CH2:5][CH2:6]1>>[N:2]1([CH2:7][CH:8]2[N:9]([C:13](=[O:14])[c:15]3[cH:16][cH:17][c:18]([O:19][CH2:20][c:21]4[cH:22][cH:23][c:24]([C:25](=[O:26])[N:35]5[CH2:34][CH2:33][CH2:32][CH2:37][CH2:36]5)[cH:28][cH:29]4)[cH:30][cH:31]3)[CH2:10][CH2:11][CH2:12]2)[CH2:3][CH2:4][CH2:5][CH2:6]1. Reactants: O1C2(C1CCC2=O)CCCCCCC(=O)O ((±)-7-(1,2-epoxy-5-oxocyclopentyl)-heptanoic acid). Solvent: C(C)(=O)O (acetic acid). Yields the product C(C)(=O)OC1CC=C(C1=O)CCCCCCC(=O)O ((±)-7-(4-acetoxy-5-oxocyclopent-1-enyl)heptanoic acid). The yield is 78.7%. Reaction SMILES: [O:1]1[CH:3]2[CH2:4][CH2:5][C:6](=O)[C:2]12[CH2:8][CH2:9][CH2:10][CH2:11][CH2:12][CH2:13][C:14]([OH:16])=[O:15]>C(O)(=O)C>[C:14]([O:16][CH:4]1[C:3](=[O:1])[C:2]([CH2:8][CH2:9][CH2:10][CH2:11][CH2:12][CH2:13][C:14]([OH:16])=[O:15])=[CH:6][CH2:5]1)(=[O:15])[CH3:13]. Reported procedure: A solution of (±)-7-(1,2-epoxy-5-oxocyclopentyl)-heptanoic acid (3.0 g) in glacial acetic acid (75 ml) was heated at reflux for 8 hours. The excess acetic acid was then removed in vacuo to give an oil which crystallised on standing. Recrystallisation from a mixture of water and ethanol gave (±)-7-(4-acetoxy-5-oxocyclopent-1-enyl)heptanoic acid (1.4 g), m.p. 62°-65° C. Solvent: C(C)#N (acetonitrile). Reactants: N1=CC=C2N=C3CCCC3=C(N12)C=1C=CC2=C(C=C(O2)CCOS(=O)(=O)C)C1 (Methanesulfonic acid 2-[5-(6,7-dihydro-5H-1,4,8a-triaza-s-indacen-8-yl)-benzo-furan-2-yl]-ethyl ester), CN([C@H]1CNCC1)C (3-(R)-dimethylaminopyrrolidine), C([O-])([O-])=O.[K+].[K+] (potassium carbonate). Yields the product CN([C@H]1CN(CC1)CCC=1OC2=C(C1)C=C(C=C2)C2=C1CCCC1=NC1=CC=NN21)C (8-{2-[2-(3-(R)-Dimethylamino-pyrrolidin-1-yl)-ethyl]-benzofuran-5-yl}-6,7-dihydro-5H-1,4,8a-triaza-s-indacene). Run at temperature 70 celsius. Procedure details: Methanesulfonic acid 2-[5-(6,7-dihydro-5H-1,4,8a-triaza-s-indacen-8-yl)-benzo-furan-2-yl]-ethyl ester (0.085 mmol) described above was dissolved in acetonitrile (2 ml) followed by addition of 3-(R)-dimethylaminopyrrolidine (0.85 mmol) and potassium carbonate (0.425 mmol) and heated to 70° C. for 24 hours. The reaction was cooled, filtered and concentrated. The residue was purified via preparative HPLC to give 8-{2-[2-(3-(R)-Dimethylamino-pyrrolidin-1-yl)-ethyl]-benzofuran-5-yl}-6,7-dihydro-5H-1,... RXN SMILES: [N:1]1[N:12]2[C:4]([N:5]=[C:6]3[C:10](=[C:11]2[C:13]2[CH:14]=[CH:15][C:16]4[O:20][C:19]([CH2:21][CH2:22]OS(C)(=O)=O)=[CH:18][C:17]=4[CH:28]=2)[CH2:9][CH2:8][CH2:7]3)=[CH:3][CH:2]=1.[CH3:29][N:30]([CH3:36])[C@@H:31]1[CH2:35][CH2:34][NH:33][CH2:32]1.C(=O)([O-])[O-].[K+].[K+]>C(#N)C>[CH3:29][N:30]([CH3:36])[C@@H:31]1[CH2:35][CH2:34][N:33]([CH2:22][CH2:21][C:19]2[O:20][C:16]3[CH:15]=[CH:14][C:13]([C:11]4[N:12]5[C:4](=[CH:3][CH:2]=[N:1]5)[N:5]=[C:6]5[C:10]=4[CH2:9][CH2:8][CH2:7]5)=[CH:28][C:17]=3[CH:18]=2)[CH2:32]1 |f:2.3.4|. Reaction SMILES: [CH3:1][S:2][C:3]1[CH:4]=[CH:5][C:6]([N:12]2[CH2:17][CH2:16][O:15][CH2:14][CH2:13]2)=[C:7]([CH:11]=1)[C:8]([OH:10])=O.[F:18][C:19]1[CH:20]=[C:21]([C:31](=[O:33])[CH3:32])[CH:22]=[CH:23][C:24]=1[N:25]1[CH2:30][CH2:29][NH:28][CH2:27][CH2:26]1>>[F:18][C:19]1[CH:20]=[C:21]([C:31](=[O:33])[CH3:32])[CH:22]=[CH:23][C:24]=1[N:25]1[CH2:30][CH2:29][N:28]([C:8](=[O:10])[C:7]2[CH:11]=[C:3]([S:2][CH3:1])[CH:4]=[CH:5][C:6]=2[N:12]2[CH2:17][CH2:16][O:15][CH2:14][CH2:13]2)[CH2:27][CH2:26]1. Yields the product FC=1C=C(C=CC1N1CCN(CC1)C(C1=C(C=CC(=C1)SC)N1CCOCC1)=O)C(C)=O (1-{3-Fluoro-4-[4-(5-methylsulfanyl-2-morpholin-4-yl-benzoyl)-piperazin-1-yl]-phenyl}-ethanone). Reactants: CSC=1C=CC(=C(C(=O)O)C1)N1CCOCC1 (5-Methylsulfanyl-2-morpholin-4-yl-benzoic acid), FC=1C=C(C=CC1N1CCNCC1)C(C)=O (1-(3-Fluoro-4-piperazin-1-yl-phenyl)-ethanone). Procedure: The title compound was prepared according to the procedure described for example K step 2 from 5-Methylsulfanyl-2-morpholin-4-yl-benzoic acid and 1-(3-Fluoro-4-piperazin-1-yl-phenyl)-ethanone (8%, white solid), MS (m/e): 458.2 (M+, 100%)